This data is from the Open Reaction Database (ORD), a public repository of structured organic reaction records. The task is: describe an organic reaction: reactants, conditions, products, and yield Reactants: CC(=O)OC1CCN(C2CC3(C)C(CCC4C3CCC3(C)C4CC(N4CCC5(CC4)OCCO5)C3OC(C)=O)CC2OC(C)=O)CC1, CBr. Product: [Br-], CC(=O)OC1CCN(C2CC3(C)C(CCC4C3CCC3(C)C4CC([N+]4(C)CCC5(CC4)OCCO5)C3OC(C)=O)CC2OC(C)=O)CC1. As a reaction SMILES: [C:1]([CH3:2])(=[O:3])[O:4][CH:5]1[CH2:6][CH:7]2[CH2:8][CH2:9][CH:10]3[CH:11]4[CH2:12][CH:13]([N:38]5[CH2:39][CH2:40][C:41]6([O:42][CH2:43][CH2:44][O:45]6)[CH2:46][CH2:47]5)[CH:14]([O:34][C:35]([CH3:36])=[O:37])[C:15]4([CH3:16])[CH2:17][CH2:18][CH:19]3[C:20]2([CH3:33])[CH2:21][CH:22]1[N:23]1[CH2:24][CH2:25][CH:26]([O:29][C:30]([CH3:31])=[O:32])[CH2:27][CH2:28]1.[CH3:48][Br:49]>>[Br-:49].[C:1]([CH3:2])(=[O:3])[O:4][CH:5]1[CH2:6][CH:7]2[CH2:8][CH2:9][CH:10]3[CH:11]4[CH2:12][CH:13]([N+:38]5([CH3:48])[CH2:39][CH2:40][C:41]6([O:42][CH2:43][CH2:44][O:45]6)[CH2:46][CH2:47]5)[CH:14]([O:34][C:35]([CH3:36])=[O:37])[C:15]4([CH3:16])[CH2:17][CH2:18][CH:19]3[C:20]2([CH3:33])[CH2:21][CH:22]1[N:23]1[CH2:24][CH2:25][CH:26]([O:29][C:30]([CH3:31])=[O:32])[CH2:27][CH2:28]1. The reactants are amine, COC([C@@](CCCCB1OC(C(O1)(C)C)(C)C)(CCN1CCCCC1)NC(=O)OC(C)(C)C)=O ((R)-2-tert-butoxycarbonylamino-2-(2-piperidin-1-yl-ethyl)-6-(4,4,5,5-tetramethyl-[1,3,2]-dioxa-borolan-2-yl)-hexanoic acid methyl ester), Cl (hydrochloric acid). Run in O (water). Yields the product Cl.Cl.C(CCCCC)(=O)O (hexanoic acid dihydrochloride). Yield: 53.0%. Reaction SMILES: C[O:2][C:3](=[O:34])[C@:4](NC(OC(C)(C)C)=O)(CCN1CCCCC1)[CH2:5][CH2:6][CH2:7][CH2:8]B1OC(C)(C)C(C)(C)O1.[ClH:35]>O>[ClH:35].[ClH:35].[C:3]([OH:34])(=[O:2])[CH2:4][CH2:5][CH2:6][CH2:7][CH3:8] |f:3.4.5|. Reported procedure: (R)-2-Amino-6-borono-2-[2-piperidin-1-yl)-ethyl]-hexanoic acid dihydrochloride is prepared in a manner analogous to that set forth in Example 1, except piperidinyl is used as the amine in step 7. The final step is as follows: a solution of (R)-2-tert-butoxycarbonylamino-2-(2-piperidin-1-yl-ethyl)-6-(4,4,5,5-tetramethyl-[1,3,2]-dioxa-borolan-2-yl)-hexanoic acid methyl ester (182 mg) in 6 N hydrochloric acid (5 mL) was stirred at 95° C. overnight. After cooling to room temperature, the reaction mi...